Dataset: the Open Reaction Database (ORD), a public repository of structured organic reaction records. Task: describe an organic reaction: reactants, conditions, products, and yield Reactants: CC1(OB(OC1(C)C)C1=CC=C(C=2SC3=CC=CC=C3CC12)OC(OC(C)(C)C)=O)C (Carbonic acid tert-butyl ester 1-(4,4,5,5-tetramethyl-[1,3,2]dioxaborolan-2-yl)-9H-thioxanthen-4-yl ester), ClC=1OC(=CC(C1)=O)N1CCOCC1 (2-chloro-6-morpholin-4-yl-pyran-4-one), C([O-])([O-])=O.[K+].[K+] (potassium carbonate). Run in O1CCOCC1 (dioxane). Reaction conditions: temperature 90 celsius. Yields the product OC1=CC=C(C=2CC3=CC=CC=C3SC12)C=1OC(=CC(C1)=O)N1CCOCC1 (2-(4-Hydroxy-9H-thioxanthen-1yl)-6-morpholin-4-yl-pyran-4-one). Isolated yield 18.9%. As a reaction SMILES: CC1(C)C(C)(C)OB([C:9]2[C:22]3[CH2:21][C:20]4[C:15](=[CH:16][CH:17]=[CH:18][CH:19]=4)[S:14][C:13]=3[C:12]([O:23]C(=O)OC(C)(C)C)=[CH:11][CH:10]=2)O1.Cl[C:33]1[O:34][C:35]([N:40]2[CH2:45][CH2:44][O:43][CH2:42][CH2:41]2)=[CH:36][C:37](=[O:39])[CH:38]=1.C(=O)([O-])[O-].[K+].[K+]>O1CCOCC1>[OH:23][C:12]1[C:13]2[S:14][C:15]3[C:20](=[CH:19][CH:18]=[CH:17][CH:16]=3)[CH2:21][C:22]=2[C:9]([C:33]2[O:34][C:35]([N:40]3[CH2:41][CH2:42][O:43][CH2:44][CH2:45]3)=[CH:36][C:37](=[O:39])[CH:38]=2)=[CH:10][CH:11]=1 |f:2.3.4|. Procedure: Carbonic acid tert-butyl ester 1-(4,4,5,5-tetramethyl-[1,3,2]dioxaborolan-2-yl)-9H-thioxanthen-4-yl ester (3.00 g, 6.81 mmol), 2-chloro-6-morpholin-4-yl-pyran-4-one (1.22 g, 5.67 mmol) and potassium carbonate (2.07 g, 14.98 mmol) were suspended in anhydrous dioxane (6 ml) under nitrogen atmosphere. The solution was degassed for 15 minutes. To the solution tetrakis(triphenylphosphino) palladium (291 mg, 5% eq.) was added. The mixture was degassed for a further 5 minutes. The reaction was heated a...